Dataset: the Open Reaction Database (ORD), a public repository of structured organic reaction records. Task: describe an organic reaction: reactants, conditions, products, and yield Starting materials: BrC=1C=C(C=NC1Cl)OC[C@H]1N(CC1)C(=O)OC(C)(C)C (5-bromo-6-chloro-3-(1-BOC-2-(S)-azetidinylmethoxy)pyridine), C(=O)(C(F)(F)F)O (TFA). Solvent: C(Cl)Cl (CH2Cl2). Run at time 30 minute. The product is BrC=1C=C(C=NC1Cl)OC[C@H]1NCC1 (5-Bromo-6-chloro-3-(2-(S)-azetidinylmethoxy)pyridine). RXN SMILES: [Br:1][C:2]1[CH:3]=[C:4]([O:9][CH2:10][C@@H:11]2[CH2:14][CH2:13][N:12]2C(OC(C)(C)C)=O)[CH:5]=[N:6][C:7]=1[Cl:8].C(O)(C(F)(F)F)=O>C(Cl)Cl>[Br:1][C:2]1[CH:3]=[C:4]([O:9][CH2:10][C@@H:11]2[CH2:14][CH2:13][NH:12]2)[CH:5]=[N:6][C:7]=1[Cl:8]. Procedure: To 5-bromo-6-chloro-3-(1-BOC-2-(S)-azetidinylmethoxy)pyridine from step 66a (360 mg, 0.95 mmol) was added TFA in CH2Cl2 at 0° C., and the mixture was stirred for 30 minutes. The volatiles were then removed under vacuum. The residue was neutralized with NaHCO3 to pH 8, then extracted with CH2Cl2, which was dried over MgSO4 and concentrated. The residue was chromatographed on a silica gel column, eluting with CH2Cl2:MeOH:NH4OH 10:1:0.1 to afford to give the free base of the title compound. The bas... Starting materials: O=C1N(CCC1)CC=O ((2-Oxopyrrolidin-1-yl)acetaldehyde), NC=1C(=NC=C(C1)CC1=CC=C(C=C1)F)C(=O)OCC (ethyl 3-amino-5-(4-fluorobenzyl)-2-pyridinecarboxylate). The product is FC1=CC=C(CC=2C=C(C(=NC2)C(=O)OCC)NCCN2C(CCC2)=O)C=C1 (ethyl 5-(4-fluorobenzyl)-3-{[2-(2-oxopyrrolidin-1-yl)ethyl]amino}pyridine-2-carboxylate). RXN SMILES: [O:1]=[C:2]1[CH2:6][CH2:5][CH2:4][N:3]1[CH2:7][CH:8]=O.[NH2:10][C:11]1[C:12]([C:25]([O:27][CH2:28][CH3:29])=[O:26])=[N:13][CH:14]=[C:15]([CH2:17][C:18]2[CH:23]=[CH:22][C:21]([F:24])=[CH:20][CH:19]=2)[CH:16]=1>>[F:24][C:21]1[CH:22]=[CH:23][C:18]([CH2:17][C:15]2[CH:16]=[C:11]([NH:10][CH2:8][CH2:7][N:3]3[CH2:4][CH2:5][CH2:6][C:2]3=[O:1])[C:12]([C:25]([O:27][CH2:28][CH3:29])=[O:26])=[N:13][CH:14]=2)=[CH:19][CH:20]=1. Reported procedure: (2-Oxopyrrolidin-1-yl)acetaldehyde and ethyl 3-amino-5-(4-fluorobenzyl)-2-pyridinecarboxylate were treated in a manner similar to that described in Example 5, Step 1 to yield the product as an amber oil: 1H NMR (CDCl3) δ 7.89 (1H, d, J=1.4 Hz), 7.83 (1H, br t, J˜6 Hz), 7.15 (2H, dd, J˜9, 6 Hz), 6.98 (2H, t, J˜9 Hz), 6.92 (1H, s), 4.42 (2H, q, J=7 Hz), 3.92 (2H, s), 3.49 (2H, m), 3.41 (2H, t, J=7 Hz), 3.35 (2H, q, J=6 Hz), 2.36 (2H, t, J=8 Hz), 1.99 (2H, m), 1.42 (3H, t, J=7 Hz); HRMS calcd for C... Starting materials: C, COc1ccc(N2CC3(CCN(c4ccc(OCc5ccccc5)cc4)CC3)OCC2=O)cc1, CO, [H][H], C1CCOC1, [Pd]. Yields the product COc1ccc(N2CC3(CCN(c4ccc(O)cc4)CC3)OCC2=O)cc1. Reaction SMILES: [C:44].[CH2:1]([c:2]1[cH:3][cH:4][cH:5][cH:6][cH:7]1)[O:8][c:9]1[cH:10][cH:11][c:12]([N:15]2[CH2:16][CH2:17][C:18]3([CH2:19][N:20]([c:25]4[cH:26][cH:27][c:28]([O:31][CH3:32])[cH:29][cH:30]4)[C:21](=[O:24])[CH2:22][O:23]3)[CH2:33][CH2:34]2)[cH:13][cH:14]1.[CH3:42][OH:43].[H:35][H:36].[O:37]1[CH2:38][CH2:39][CH2:40][CH2:41]1.[Pd:45]>>[OH:8][c:9]1[cH:10][cH:11][c:12]([N:15]2[CH2:16][CH2:17][C:18]3([CH2:19][N:20]([c:25]4[cH:26][cH:27][c:28]([O:31][CH3:32])[cH:29][cH:30]4)[C:21](=[O:24])[CH2:22][O:23]3)[CH2:33][CH2:34]2)[cH:13][cH:14]1.